From a dataset of the Open Reaction Database (ORD), a public repository of structured organic reaction records. describe an organic reaction: reactants, conditions, products, and yield Reactants: O=C=NS(=O)(=O)Cl, ClCCl, CCn1c2ccccc2c2cc(C(N)=O)c(N)nc21. Product: CCn1c2ccccc2c2cc(C(N)=O)c(NC(N)=O)nc21. Reaction SMILES: [Cl:20][S:21](=[O:22])(=[O:23])[N:24]=[C:25]=[O:26].[Cl:27][CH2:28][Cl:29].[NH2:1][c:2]1[c:3]([C:17](=[O:18])[NH2:19])[cH:4][c:5]2[c:6]([n:7]([CH2:14][CH3:15])[c:8]3[cH:9][cH:10][cH:11][cH:12][c:13]23)[n:16]1>>[NH:1]([c:2]1[c:3]([C:17](=[O:18])[NH2:19])[cH:4][c:5]2[c:6]([n:7]([CH2:14][CH3:15])[c:8]3[cH:9][cH:10][cH:11][cH:12][c:13]23)[n:16]1)[C:25]([NH2:24])=[O:26].